Dataset: the Open Reaction Database (ORD), a public repository of structured organic reaction records. Task: describe an organic reaction: reactants, conditions, products, and yield Starting materials: P(=O)(Cl)(Cl)Cl (phosphoryl chloride), Cl.Cl.N(N)C=1C=NC=CC1 (3-Hydrazinopyridine dihydrochloride), [O-]CC.[Na+] (sodium ethoxide), C(C)(=O)NC(C(=O)OC)=C (methyl 2-acetamidoacrylate). Run in O (water), [OH-].[Na+] (sodium hydroxide), CO.ClCCl (methanol dichloromethane), C(C)O (ethanol). Run at time 3 hour. Yields the product ClC1=NN(C=C1)C=1C=NC=CC1 (3-(3-Chloro-1H-pyrazol-1-yl)pyridine). Isolated yield 48.6%. As a reaction SMILES: C(N[C:5](=[CH2:10])[C:6](OC)=O)(=O)C.Cl.Cl.[NH:13]([C:15]1[CH:16]=[N:17][CH:18]=[CH:19][CH:20]=1)[NH2:14].[O-]CC.[Na+].P(Cl)(Cl)([Cl:27])=O>O.[OH-].[Na+].CO.ClCCl.C(O)C>[Cl:27][C:6]1[CH:5]=[CH:10][N:13]([C:15]2[CH:16]=[N:17][CH:18]=[CH:19][CH:20]=2)[N:14]=1 |f:1.2.3,4.5,8.9,10.11|. Reported procedure: A 250 mL, 3-neck round bottom flask was charged with methyl 2-acetamidoacrylate (4.91 g, 34.3 mmol) and ethanol (40 mL). 3-Hydrazinopyridine dihydrochloride (5 g, 27.5 mmol) was added, followed by sodium ethoxide (7.48 g, 110 mmol) and the reaction was stirred at 60° C. for 6 hours, at which point thin layer chromatography analysis [Eluent: 10% methanol/dichloromethane] indicated that the starting material had disappeared and a major product had formed: ESIMS m/z 221 ([M+H]+). The reaction was a... Reactants: methyl ester, [N+](=O)([O-])C=1C=C2C=CC=C(C2=CC1)C(=O)N[C@H](C(=O)OC)CCS(=O)(=O)C (methyl 2(S)-(6-nitro-1-naphthoylamino)-4-(methylsulphonyl)butanoate), C(C)O (ethanol), [H][H] (hydrogen). Reagents/catalysts: [Pd] (palladium-on-charcoal). Run in C(C)(=O)OCC (ethyl acetate). The product is NC=1C=C2C=CC=C(C2=CC1)C(=O)N[C@H](C(=O)OC)CCS(=O)(=O)C (methyl 2(S)-(6-amino-1-naphthoylamino)-4-(methylsulphonyl)-butanoate). RXN SMILES: [N+:1]([C:4]1[CH:5]=[C:6]2[C:11](=[CH:12][CH:13]=1)[C:10]([C:14]([NH:16][C@@H:17]([CH2:22][CH2:23][S:24]([CH3:27])(=[O:26])=[O:25])[C:18]([O:20][CH3:21])=[O:19])=[O:15])=[CH:9][CH:8]=[CH:7]2)([O-])=O.C(O)C.[H][H]>C(OCC)(=O)C.[Pd]>[NH2:1][C:4]1[CH:5]=[C:6]2[C:11](=[CH:12][CH:13]=1)[C:10]([C:14]([NH:16][C@@H:17]([CH2:22][CH2:23][S:24]([CH3:27])(=[O:26])=[O:25])[C:18]([O:20][CH3:21])=[O:19])=[O:15])=[CH:9][CH:8]=[CH:7]2. Procedure: 0.04 g of 10% palladium-on-charcoal is added to a solution of 0.42 g of methyl ester of methyl 2(S)-(6-nitro-1-naphthoylamino)-4-(methylsulphonyl)butanoate dissolved in 30 cm3 of ethyl acetate and 20 cm3 of ethanol and the solution is subjected to a hydrogen pressure of 1.5 atmosphere for 3 hours at a temperature in the region of 20° C. The reaction mixture is filtered on sintered glass covered with Celite and concentrated to dryness under reduced pressure. 0.6 g of methyl 2(S)-(6-amino-1-naphth... Reaction SMILES: [F:1][C:2]([F:22])([F:21])[C:3]1[CH:4]=[C:5]([S:9]([N:12]2[CH2:16][C@H:15]3[C@H:17]([NH2:20])[CH2:18][CH2:19][C@H:14]3[CH2:13]2)(=[O:11])=[O:10])[CH:6]=[CH:7][CH:8]=1.C(=O)[C:24]([CH3:27])([CH3:26])[CH3:25].[CH3:29][C:30](C)=[O:31]>>[CH:17]([NH:20][C@H:29]([C:30]([NH:20][C@@H:17]1[C@@H:15]2[C@@H:14]([CH2:13][N:12]([S:9]([C:5]3[CH:6]=[CH:7][CH:8]=[C:3]([C:2]([F:1])([F:21])[F:22])[CH:4]=3)(=[O:10])=[O:11])[CH2:16]2)[CH2:19][CH2:18]1)=[O:31])[CH2:27][CH:24]([CH3:25])[CH3:26])([CH3:18])[CH3:15]. The product is C(C)(C)N[C@@H](CC(C)C)C(=O)N[C@H]1CC[C@@H]2CN(C[C@@H]21)S(=O)(=O)C2=CC(=CC=C2)C(F)(F)F (N2-isopropyl-N1-((3aR,4S,6aS)-2-{[3-(trifluoromethyl)phenyl]sulfonyl}octahydrocyclopenta[c]pyrrol-4-yl)-L-leucinamide). Reported procedure: The title compound was prepared by substituting N1-((3aR,4S,6aS)-2-{[3-(trifluoromethyl)phenyl]sulfonyl}octahydrocyclopenta[c]pyrrol-4-yl)-L-leucinamide from Step B for (3aS,4R,6aR)-2-(3-(trifluoromethyl)phenylsulfonyl)octahydrocyclopenta[c]pyrrol-4-amine and acetone for pivalaldehyde in the procedure described in Example 281: 1H NMR (400 MHz, pyridine-d5) δ ppm 8.38 (s, 1H), 8.30-8.33 (m, 1H), 8.20 (d, J=7.9 Hz, 1H), 7.90-7.93 (m, 1H), 7.72 (t, J=7.8 Hz, 1H), 4.20-4.26 (m, 1H), 3.86 (dd, J=9.9,... Starting materials: FC(C=1C=C(C=CC1)S(=O)(=O)N1C[C@H]2[C@@H](C1)[C@@H](CC2)N)(F)F ((3aS,4R,6aR)-2-(3-(trifluoromethyl)phenylsulfonyl)octahydrocyclopenta[c]pyrrol-4-amine), C(C(C)(C)C)=O (pivalaldehyde), CC(=O)C (acetone).